From a dataset of the Open Reaction Database (ORD), a public repository of structured organic reaction records. describe an organic reaction: reactants, conditions, products, and yield Reactants: FCCCCBr, O=CNc1ccc2c(c1)[nH]c1cc(O)ccc12. The product is O=CNc1ccc2c(c1)[nH]c1cc(OCCCCF)ccc12. As a reaction SMILES: [Br:18][CH2:19][CH2:20][CH2:21][CH2:22][F:23].[OH:1][c:2]1[cH:3][cH:4][c:5]2[c:6]3[cH:7][cH:8][c:9]([NH:15][CH:16]=[O:17])[cH:10][c:11]3[nH:12][c:13]2[cH:14]1>>[O:1]([c:2]1[cH:3][cH:4][c:5]2[c:6]3[cH:7][cH:8][c:9]([NH:15][CH:16]=[O:17])[cH:10][c:11]3[nH:12][c:13]2[cH:14]1)[CH2:19][CH2:20][CH2:21][CH2:22][F:23]. The reactants are O=S(=O)(Cl)c1cccc(Br)c1, C1CCOC1, C1COCCN1. Product: O=S(=O)(c1cccc(Br)c1)N1CCOCC1. As a reaction SMILES: [Br:7][c:8]1[cH:9][c:10]([S:14](=[O:15])(=[O:16])[Cl:17])[cH:11][cH:12][cH:13]1.[CH2:18]1[O:19][CH2:20][CH2:21][CH2:22]1.[CH2:1]1[CH2:2][O:3][CH2:4][CH2:5][NH:6]1>>[CH2:1]1[CH2:2][O:3][CH2:4][CH2:5][N:6]1[S:14]([c:10]1[cH:9][c:8]([Br:7])[cH:13][cH:12][cH:11]1)(=[O:15])=[O:16]. Starting materials: CC(=O)OC1CSC(Oc2cncc(Br)c2)C(OC(C)=O)C1OC(C)=O, OB(O)c1ccc(F)nc1. The product is CC(=O)OC1CSC(Oc2cncc(-c3ccc(F)nc3)c2)C(OC(C)=O)C1OC(C)=O. As a reaction SMILES: [C:1]([CH3:2])(=[O:3])[O:4][CH:5]1[CH:6]([O:7][c:8]2[cH:9][n:10][cH:11][c:12]([Br:14])[cH:13]2)[S:15][CH2:16][CH:17]([O:23][C:24]([CH3:25])=[O:26])[CH:18]1[O:19][C:20]([CH3:21])=[O:22].[F:27][c:28]1[cH:29][cH:30][c:31]([B:34]([OH:35])[OH:36])[cH:32][n:33]1>>[C:1]([CH3:2])(=[O:3])[O:4][CH:5]1[CH:6]([O:7][c:8]2[cH:9][n:10][cH:11][c:12](-[c:31]3[cH:30][cH:29][c:28]([F:27])[n:33][cH:32]3)[cH:13]2)[S:15][CH2:16][CH:17]([O:23][C:24]([CH3:25])=[O:26])[CH:18]1[O:19][C:20]([CH3:21])=[O:22]. Reaction SMILES: [N+:1]([C:4]1[CH:9]=[CH:8][C:7]([CH2:10][CH2:11][CH2:12][CH2:13][OH:14])=[CH:6][CH:5]=1)([O-:3])=[O:2].[Br:15][CH2:16][CH2:17][CH2:18][CH2:19][CH2:20][CH2:21]Br.[OH-].[Na+]>S([O-])(O)(=O)=O.C([N+](CCCC)(CCCC)CCCC)CCC.ClCCl>[Br:15][CH2:16][CH2:17][CH2:18][CH2:19][CH2:20][CH2:21][O:14][CH2:13][CH2:12][CH2:11][CH2:10][C:7]1[CH:6]=[CH:5][C:4]([N+:1]([O-:3])=[O:2])=[CH:9][CH:8]=1 |f:2.3,4.5|. The reactants are [OH-].[Na+] (sodium hydroxide), [N+](=O)([O-])C1=CC=C(C=C1)CCCCO (4-(4-nitrophenyl)butan-1-ol), BrCCCCCCBr (1,6-dibromohexane). The yield is 20.1%. The reagents and catalysts are S(=O)(=O)(O)[O-].C(CCC)[N+](CCCC)(CCCC)CCCC (tetra-n-butylammonium hydrogen sulfate). The solvent is ClCCl (dichloromethane). Conditions: time 6 day. Yields the product BrCCCCCCOCCCCC1=CC=C(C=C1)[N+](=O)[O-] (1-(4-((6-bromohexyl)oxy)butyl)-4-nitrobenzene). Reported procedure: A stirred mixture of 4-(4-nitrophenyl)butan-1-ol (2.0 g, 10 mmol), tetra-n-butylammonium hydrogen sulfate (0.17 g, 0.5 mmol), and 1,6-dibromohexane (3.2 mL, 20 mmol) in dichloromethane (10 mL) was treated with aqueous sodium hydroxide solution (10 M, 1 mL). The reaction mixture was stirred for 6 days at room temperature. The organic and aqueous phases were separated. The aqueous phase was extracted thrice with dichloromethane. The combined organics were washed with water, dried over anhydrous ma... Reactants: CN(C)C=O, CC#N, CNC(=S)NCCSCc1[nH]cnc1C, N#CN, [Pb]. Product: CNC(=NCCSCc1[nH]cnc1C)NC#N. Reaction SMILES: [CH3:20][N:21]([CH3:22])[CH:23]=[O:24].[CH3:25][C:26]#[N:27].[CH3:5][NH:6][C:7](=[S:8])[NH:9][CH2:10][CH2:11][S:12][CH2:13][c:14]1[c:15]([CH3:19])[n:16][cH:17][nH:18]1.[N:1]#[C:2][NH2:3].[Pb:4]>>[N:1]#[C:2][NH:3][C:7]([NH:6][CH3:5])=[N:9][CH2:10][CH2:11][S:12][CH2:13][c:14]1[c:15]([CH3:19])[n:16][cH:17][nH:18]1.